This data is from the Open Reaction Database (ORD), a public repository of structured organic reaction records. The task is: describe an organic reaction: reactants, conditions, products, and yield Starting materials: C[O-].[Na+] (sodium methoxide), C1(CCC1)C=1N=C(SC1)CCC1=CC=2N(C(C(=C(N2)N2CC(CCC2)OC=O)/C=C/C(=O)OC(C)(C)C)=O)C=C1 (tert-Butyl (E)-3-[8-[2-(4-cyclobutyl-1,3-thiazol-2-yl)ethyl]-2-(3-formyloxy-piperidino)-4-oxo-4H-pyrido[1,2-a]pyrimidin-3-yl]-2-propenoate), C[O-].[Na+] (sodium methoxide), C[O-].[Na+] (sodium methoxide), C(Cl)(Cl)Cl (chloroform). The solvent is [Cl-].[Na+].O (brine), CO (methanol). Run at time 45 minute. The product is C1(CCC1)C=1N=C(SC1)CCC1=CC=2N(C(C(=C(N2)N2CC(CCC2)O)/C=C/C(=O)OC(C)(C)C)=O)C=C1 (tert-Butyl (E)-3-[8-[2-(4-cyclobutyl-1,3-thiazol-2-yl)ethyl]-2-(3-hydroxypiperidino)-4-oxo-4H-pyrido[1,2-a]pyrimidin-3-yl]-2-propenoate). Isolated yield 84.3%. As a reaction SMILES: [CH:1]1([C:5]2[N:6]=[C:7]([CH2:10][CH2:11][C:12]3[CH:40]=[CH:39][N:15]4[C:16](=[O:38])[C:17](/[CH:29]=[CH:30]/[C:31]([O:33][C:34]([CH3:37])([CH3:36])[CH3:35])=[O:32])=[C:18]([N:20]5[CH2:25][CH2:24][CH2:23][CH:22]([O:26]C=O)[CH2:21]5)[N:19]=[C:14]4[CH:13]=3)[S:8][CH:9]=2)[CH2:4][CH2:3][CH2:2]1.C[O-].[Na+].C(Cl)(Cl)Cl>CO.[Cl-].[Na+].O>[CH:1]1([C:5]2[N:6]=[C:7]([CH2:10][CH2:11][C:12]3[CH:40]=[CH:39][N:15]4[C:16](=[O:38])[C:17](/[CH:29]=[CH:30]/[C:31]([O:33][C:34]([CH3:37])([CH3:35])[CH3:36])=[O:32])=[C:18]([N:20]5[CH2:25][CH2:24][CH2:23][CH:22]([OH:26])[CH2:21]5)[N:19]=[C:14]4[CH:13]=3)[S:8][CH:9]=2)[CH2:4][CH2:3][CH2:2]1 |f:1.2,5.6.7|. Procedure details: tert-Butyl (E)-3-[8-[2-(4-cyclobutyl-1,3-thiazol-2-yl)ethyl]-2-(3-formyloxy-piperidino)-4-oxo-4H-pyrido[1,2-a]pyrimidin-3-yl]-2-propenoate (95 mg, 0.168 mmol) dissolved in methanol (4 ml) was added with sodium methoxide (4 mg, 0.074 mmol) under ice cooling and stirred for 45 minutes under ice cooling. Then the reaction solution was further added with sodium methoxide (4 mg), and after 5 minutes, further added with sodium methoxide (10 mg). After the reaction solution was stirred for 15 minutes, ... Reactants: COC=1C=C(C=CC1)O (3-methoxy-phenol), S(O)(O)(=O)=O (sulfuric acid), CC(=CC(=O)OC)C (methyl 3,3-dimethylacrylate). The solvent is C(C)(=O)OCC (ethyl acetate). Reaction conditions: temperature 130 celsius. The product is COC1=CC=C2C(CC(OC2=C1)=O)(C)C (7-Methoxy-4,4-dimethylchroman-2-one). Isolated yield 39.0%. Reaction SMILES: [CH3:1][O:2][C:3]1[CH:4]=[C:5]([OH:9])[CH:6]=[CH:7][CH:8]=1.S(=O)(=O)(O)O.[CH3:15][C:16]([CH3:22])=[CH:17][C:18](OC)=[O:19]>C(OCC)(=O)C>[CH3:1][O:2][C:3]1[CH:4]=[C:5]2[C:6]([C:16]([CH3:22])([CH3:15])[CH2:17][C:18](=[O:19])[O:9]2)=[CH:7][CH:8]=1. Procedure: A mixture of 3-methoxy-phenol (12 g, 96.5 mmol) and conc. sulfuric acid (0.5 ml) was heated at 130° C. with stirring, and methyl 3,3-dimethylacrylate (5.8 g, 51 mmol) was added. The mixture was stirred at 13° C. for 3 hours. After being cooled to ambient temperature, the organic layer was dissolved in ethyl acetate. The organic layer washed with brine, dried over sodium sulfate. After filtration to separate solvent and sodium sulfate, the solvent was removed under reduced pressure to give a resi...